From a dataset of the Open Reaction Database (ORD), a public repository of structured organic reaction records. describe an organic reaction: reactants, conditions, products, and yield Starting materials: CCOC(C)=O, CN(C)C=O, [N-]=[N+]=[N-], [Na+], O, CS(=O)(=O)OCC(Cc1ccccc1)NC(=O)OCc1ccccc1. Yields the product [N-]=[N+]=NCC(Cc1ccccc1)NC(=O)OCc1ccccc1. Reaction SMILES: [CH3:31][CH2:32][O:33][C:34](=[O:35])[CH3:36].[CH3:37][N:38]([CH3:39])[CH:40]=[O:41].[N-:27]=[N+:28]=[N-:29].[Na+:26].[OH2:30].[c:1]1([CH2:7][O:8][C:9]([NH:10][CH:11]([CH2:12][c:13]2[cH:14][cH:15][cH:16][cH:17][cH:18]2)[CH2:19][O:20][S:21]([CH3:22])(=[O:23])=[O:24])=[O:25])[cH:2][cH:3][cH:4][cH:5][cH:6]1>>[c:1]1([CH2:7][O:8][C:9]([NH:10][CH:11]([CH2:12][c:13]2[cH:14][cH:15][cH:16][cH:17][cH:18]2)[CH2:19][N:27]=[N+:28]=[N-:29])=[O:25])[cH:2][cH:3][cH:4][cH:5][cH:6]1. Starting materials: CCCN1CC(C)=C(C)C2=C1N1CN(OC)C=C1C=N2, ClCCl, Cl, O. The product is CCCN1CC(C)=C(C)C2=C1N1CN(OC)C=C1C=N2, Cl. RXN SMILES: [CH3:1][C:2]1=[C:3]([CH3:20])[C:4]2=[C:9]([N:8]3[C:7](=[CH:17][N:16]([O:18][CH3:19])[CH2:15]3)[CH:6]=[N:5]2)[N:10]([CH2:12][CH2:13][CH3:14])[CH2:11]1.[Cl:21][CH2:22][Cl:23].[ClH:24].[OH2:25]>>[CH3:1][C:2]1=[C:3]([CH3:20])[C:4]2=[C:9]([N:8]3[C:7](=[CH:17][N:16]([O:18][CH3:19])[CH2:15]3)[CH:6]=[N:5]2)[N:10]([CH2:12][CH2:13][CH3:14])[CH2:11]1.[ClH:21].